This data is from the Open Reaction Database (ORD), a public repository of structured organic reaction records. The task is: describe an organic reaction: reactants, conditions, products, and yield Reaction SMILES: [F:1][C:2]([F:13])([F:12])[CH2:3][CH2:4][CH:5]1[NH:9]C(=O)N[C:6]1=[O:11].[OH-:14].[Na+]>>[F:1][C:2]([F:13])([F:12])[CH2:3][CH2:4][C@@H:5]([C:6]([OH:14])=[O:11])[NH2:9] |f:1.2|. The product is FC(CC[C@H](N)C(=O)O)(F)F (5,5,5-Trifluoronorvaline). Reactants: FC(CCC1C(NC(N1)=O)=O)(F)F (5-(3,3,3-trifluoropropyl)imidazolidine-2,4-dione), [OH-].[Na+] (NaOH). Reported procedure: 5-(3,3,3-trifluoropropyl)imidazolidine-2,4-dione (0.9 g, 4.59 mmol) was dissolved in a 10 mL solution of aqueous NaOH (0.734 g in 10 mL H2O, 18.35 mmol). The solution was divided in 2 special vessels for microwave technology. The solution was heated by microwave in sealed vessels for 1 h. Microwave conditions: 15 min at about 100% power, 150° C., 50 psi, then 5 min at rest, 0% power. Repeat sequence twice or until reaction is done. Water and ammonia were removed from the reaction mixture in vacu... The solvent is solution. Starting materials: BrCC=1C(=NN(C1F)C)C(F)(F)F (4-bromomethyl-5-fluoro-1-methyl-3-trifluoromethyl-1H-pyrazole), [SH-].[Na+] (sodium hydrosulfide), CC1(CC(=NO1)S(=O)(=O)C)C (5,5-dimethyl-3-methylsulfonyl-2-isoxazoline), C([O-])([O-])=O.[K+].[K+] (potassium carbonate), C(O)S(=O)[O-].[Na+] (Rongalit). Solvent: O (water), CN(C=O)C (N,N-dimethylformamide). Run at time 1 hour. The product is CC1(CC(=NO1)SCC=1C(=NN(C1F)C)C(F)(F)F)C (5,5-dimethyl-3-(5-fluoro-1-methyl-3-trifluoromethyl-1H-pyrazol-4-ylmethylthio)-2-isoxazoline). The yield is 77.4%. As a reaction SMILES: [SH-].[Na+].[CH3:3][C:4]1([CH3:13])[O:8][N:7]=[C:6]([S:9]([CH3:12])(=O)=O)[CH2:5]1.C(=O)([O-])[O-].[K+].[K+].C(S([O-])=O)O.[Na+].BrC[C:28]1[C:29]([C:35]([F:38])([F:37])[F:36])=[N:30][N:31]([CH3:34])[C:32]=1[F:33]>CN(C)C=O.O>[CH3:3][C:4]1([CH3:13])[O:8][N:7]=[C:6]([S:9][CH2:12][C:28]2[C:29]([C:35]([F:38])([F:37])[F:36])=[N:30][N:31]([CH3:34])[C:32]=2[F:33])[CH2:5]1 |f:0.1,3.4.5,6.7|. Procedure details: 19.3 g of sodium hydrosulfide (purity: 70%, 344.6 mmoles) was added to a solution of 21.3 g (120.3 mmoles) of 5,5-dimethyl-3-methylsulfonyl-2-isoxazoline dissolved in 200 ml of N,N-dimethylformamide. The mixture was stirred for 1 hour. Thereto were added 16.7 g (121.0 mmoles) of anhydrous potassium carbonate and 18.6 g (120.7 mmoles) of Rongalit. The resulting mixture was stirred for 2 hours. Thereto was added, with ice-cooling, 31.4 g (120.3 mmoles) of 4-bromomethyl-5-fluoro-1-methyl-3-trifluor... Reactants: C1COCCO1, CCOC(C)=O, CC(C)(C)OC(=O)Nc1cc(Cl)ccn1, CC1(C)OB(c2cc(F)ccc2O)OC1(C)C, [Na+], [Na+], O=C([O-])[O-], O, [Pd], c1ccc(P(c2ccccc2)c2ccccc2)cc1, c1ccc(P(c2ccccc2)c2ccccc2)cc1, c1ccc(P(c2ccccc2)c2ccccc2)cc1, c1ccc(P(c2ccccc2)c2ccccc2)cc1. Yields the product CC(C)(C)OC(=O)Nc1cc(-c2cc(F)ccc2O)ccn1. As a reaction SMILES: [CH2:39]1[O:40][CH2:41][CH2:42][O:43][CH2:44]1.[CH3:46][CH2:47][O:48][C:49](=[O:50])[CH3:51].[Cl:18][c:19]1[cH:20][c:21]([NH:25][C:26]([O:27][C:28]([CH3:29])([CH3:30])[CH3:31])=[O:32])[n:22][cH:23][cH:24]1.[F:1][c:2]1[cH:3][c:4]([B:9]2[O:10][C:11]([CH3:12])([CH3:13])[C:14]([CH3:15])([CH3:16])[O:17]2)[c:5]([OH:8])[cH:6][cH:7]1.[Na+:33].[Na+:34].[O-:35][C:36](=[O:37])[O-:38].[OH2:45].[Pd:128].[c:109]1([P:110]([c:111]2[cH:112][cH:113][cH:114][cH:115][cH:116]2)[c:117]2[cH:118][cH:119][cH:120][cH:121][cH:122]2)[cH:123][cH:124][cH:125][cH:126][cH:127]1.[c:52]1([P:53]([c:54]2[cH:55][cH:56][cH:57][cH:58][cH:59]2)[c:60]2[cH:61][cH:62][cH:63][cH:64][cH:65]2)[cH:66][cH:67][cH:68][cH:69][cH:70]1.[c:71]1([P:72]([c:73]2[cH:74][cH:75][cH:76][cH:77][cH:78]2)[c:79]2[cH:80][cH:81][cH:82][cH:83][cH:84]2)[cH:85][cH:86][cH:87][cH:88][cH:89]1.[c:90]1([P:91]([c:92]2[cH:93][cH:94][cH:95][cH:96][cH:97]2)[c:98]2[cH:99][cH:100][cH:101][cH:102][cH:103]2)[cH:104][cH:105][cH:106][cH:107][cH:108]1>>[F:1][c:2]1[cH:3][c:4](-[c:19]2[cH:20][c:21]([NH:25][C:26]([O:27][C:28]([CH3:29])([CH3:30])[CH3:31])=[O:32])[n:22][cH:23][cH:24]2)[c:5]([OH:8])[cH:6][cH:7]1. Reactants: [Al+3], ClCCl, [Cl-], [Cl-], [Cl-], O=S(=O)(Cl)c1cc(Cl)sc1Cl, O, SCl, O=S(=O)(Cl)Cl. Product: O=S(=O)(Cl)c1c(Cl)sc(Cl)c1Cl. As a reaction SMILES: [Al+3:17].[CH2:18]([Cl:19])[Cl:20].[Cl-:14].[Cl-:15].[Cl-:16].[Cl:1][c:2]1[s:3][c:4]([Cl:11])[cH:5][c:6]1[S:7](=[O:8])(=[O:9])[Cl:10].[OH2:26].[S:12][Cl:13].[S:21]([Cl:22])([Cl:23])(=[O:24])=[O:25]>>[Cl:1][c:2]1[s:3][c:4]([Cl:11])[c:5]([Cl:19])[c:6]1[S:7](=[O:8])(=[O:9])[Cl:10]. Reactants: O=C([O-])O, O=C(Cl)Oc1ccccc1, ClCCl, [Na+], COc1ccc(C2COCCO2)c2sc(N)nc12, c1ccncc1. The product is COc1ccc(C2COCCO2)c2sc(NC(=O)Oc3ccccc3)nc12. RXN SMILES: [C:35](=[O:36])([OH:37])[O-:38].[Cl:25][C:26](=[O:27])[O:28][c:29]1[cH:30][cH:31][cH:32][cH:33][cH:34]1.[Cl:40][CH2:41][Cl:42].[Na+:39].[O:1]1[CH:2]([c:7]2[cH:8][cH:9][c:10]([O:17][CH3:18])[c:11]3[n:12][c:13]([NH2:16])[s:14][c:15]23)[CH2:3][O:4][CH2:5][CH2:6]1.[cH:19]1[cH:20][cH:21][n:22][cH:23][cH:24]1>>[O:1]1[CH:2]([c:7]2[cH:8][cH:9][c:10]([O:17][CH3:18])[c:11]3[n:12][c:13]([NH:16][C:26](=[O:27])[O:28][c:29]4[cH:30][cH:31][cH:32][cH:33][cH:34]4)[s:14][c:15]23)[CH2:3][O:4][CH2:5][CH2:6]1. Reactants: C1CC(CCC1CC2CCC(CC2)N=C=O)N=C=O (methylene-bis(4-cyclohexylisocyanate)), C1(CCCCC1)N=C=O (cyclohexyl isocyanate). Solvent: C1CCOC1 (THF), C1CCOC1 (THF). Yields the product C(CCCCCCC)N (octylamine), white solid. Isolated yield 220.0%. RXN SMILES: C1[CH:6]([CH2:7][CH:8]2CC[CH:11]([N:14]=C=O)[CH2:10][CH2:9]2)[CH2:5][CH2:4]C(N=C=O)C1.C1(N=C=O)CCCCC1>C1COCC1>[CH2:11]([NH2:14])[CH2:10][CH2:9][CH2:8][CH2:7][CH2:6][CH2:5][CH3:4]. Procedure details: According to the procedure described in Example 1, starting from 10 g (38.12 mmol) of methylene-bis(4-cyclohexylisocyanate), alias 4,4A′-methylene-bis(cyclohexyl isocyanate, into 200 ml of THF and 10.82 g (83.86 mmol) of octylamine into 100 ml of THF, 16.30 g of a white solid are obtained. The reactants are IC1=CC=CC2=CC=CC=C12 (1-iodonaphthalene), CN(C)C(C1C(CCCC1)=O)C1=CC=CC=C1 (2-(dimethylaminophenylmethyl)cyclohexanone), [Cl-].[NH4+] (ammonium chloride), C(C)(C)[Mg]Cl (isopropylmagnesium chloride). Solvent: CCOCC (ether), CCOCC (ether). Conditions: temperature -10 celsius, time 1 hour. Product: crude base, Cl.CN(C)C(C1C(CCCC1)(O)C1=CC=CC2=CC=CC=C12)C1=CC=CC=C1 (2-(dimethylaminophenylmethyl)-1-naphthalene-1-ylcyclohexanol, hydrochloride). Isolated yield 26.9%. RXN SMILES: I[C:2]1[C:11]2[C:6](=[CH:7][CH:8]=[CH:9][CH:10]=2)[CH:5]=[CH:4][CH:3]=1.C([Mg][Cl:16])(C)C.[CH3:17][N:18]([CH:20]([C:28]1[CH:33]=[CH:32][CH:31]=[CH:30][CH:29]=1)[CH:21]1[CH2:26][CH2:25][CH2:24][CH2:23][C:22]1=[O:27])[CH3:19].[Cl-].[NH4+]>CCOCC>[ClH:16].[CH3:19][N:18]([CH:20]([C:28]1[CH:29]=[CH:30][CH:31]=[CH:32][CH:33]=1)[CH:21]1[CH2:26][CH2:25][CH2:24][CH2:23][C:22]1([C:2]1[C:11]2[C:6](=[CH:7][CH:8]=[CH:9][CH:10]=2)[CH:5]=[CH:4][CH:3]=1)[OH:27])[CH3:17] |f:3.4,6.7|. Procedure: 0.824 g (3.24 mmole) of 1-iodonaphthalene were dissolved in 2 ml of ether, cooled to −10° C., and 1.62 ml (3.24 mmole) of isopropylmagnesium chloride (2 M solution in tetrahydro-furan) were added dropwise. After stirring for one hour at 0° C., 0.50 g (2.16 mmole) of the 2-(dimethylaminophenylmethyl)cyclohexanone prepared according to Example 1 and dissolved in 2 ml of ether were added dropwise, and the whole was stirred for 15 hours at RT. The reaction mixture was worked up by adding 2 ml of sat... Reactants: FC=1C=C(OC=2C=C(C(=O)O)C=C(C2)O[C@H](COC)C)C=C(C1)F (3-(3,5-difluoro-phenoxy)-5-((S)-2-methoxy-1-methyl-ethoxy)-benzoic acid), C(C)OC(CSC1=CN=C(S1)N)=O ((2-amino-thiazol-5-ylsulfanyl)-acetic acid ethyl ester). Yields the product C(C)OC(CSC1=CN=C(S1)NC(C1=CC(=CC(=C1)O[C@H](COC)C)OC1=CC(=CC(=C1)F)F)=O)=O ({2-[3-(3,5-Difluoro-phenoxy)-5-((S)-2-methoxy-1-methyl-ethoxy)-benzoylamino]-thiazol-5-ylsulfanyl}-acetic acid ethyl ester). Reaction SMILES: [F:1][C:2]1[CH:3]=[C:4]([CH:21]=[C:22]([F:24])[CH:23]=1)[O:5][C:6]1[CH:7]=[C:8]([CH:12]=[C:13]([O:15][C@@H:16]([CH3:20])[CH2:17][O:18][CH3:19])[CH:14]=1)[C:9]([OH:11])=O.[CH2:25]([O:27][C:28](=[O:37])[CH2:29][S:30][C:31]1[S:35][C:34]([NH2:36])=[N:33][CH:32]=1)[CH3:26]>>[CH2:25]([O:27][C:28](=[O:37])[CH2:29][S:30][C:31]1[S:35][C:34]([NH:36][C:9](=[O:11])[C:8]2[CH:12]=[C:13]([O:15][C@@H:16]([CH3:20])[CH2:17][O:18][CH3:19])[CH:14]=[C:6]([O:5][C:4]3[CH:21]=[C:22]([F:24])[CH:23]=[C:2]([F:1])[CH:3]=3)[CH:7]=2)=[N:33][CH:32]=1)[CH3:26]. Procedure details: The title compound was prepared from 3-(3,5-difluoro-phenoxy)-5-((S)-2-methoxy-1-methyl-ethoxy)-benzoic acid and (2-amino-thiazol-5-ylsulfanyl)-acetic acid ethyl ester following general procedure A The reactants are C1(=CC=CC=C1)C1=NNC2=CC=C(C=C12)C (3-phenyl-5-methylindazole), O1CCN(CC1)C(CC)Cl (1-morpholinopropyl chloride). Product: Cl.O1CCN(CC1)C(CC)C1=C2C(=NNC2=CC=C1C)C1=CC=CC=C1 (1-morpholinopropyl-3-phenyl-5-methylindazole hydrochloride). Isolated yield 55.1%. As a reaction SMILES: [C:1]1([C:7]2[C:15]3[C:10](=[CH:11][CH:12]=[C:13]([CH3:16])[CH:14]=3)[NH:9][N:8]=2)[CH:6]=[CH:5][CH:4]=[CH:3][CH:2]=1.[O:17]1[CH2:22][CH2:21][N:20]([CH:23]([Cl:26])[CH2:24][CH3:25])[CH2:19][CH2:18]1>>[ClH:26].[O:17]1[CH2:22][CH2:21][N:20]([CH:23]([C:14]2[C:13]([CH3:16])=[CH:12][CH:11]=[C:10]3[C:15]=2[C:7]([C:1]2[CH:6]=[CH:5][CH:4]=[CH:3][CH:2]=2)=[N:8][NH:9]3)[CH2:24][CH3:25])[CH2:19][CH2:18]1 |f:2.3|. Reported procedure: By the procedure similar to that described in Example 13, 3-phenyl-5-methylindazole (4.17 g) and 1-morpholinopropyl chloride (3.93 g) were treated to obtain 4.1 g of 1-morpholinopropyl-3-phenyl-5-methylindazole hydrochloride (m.p. 180°-182° C).